The task is: describe an organic reaction: reactants, conditions, products, and yield. This data is from the Open Reaction Database (ORD), a public repository of structured organic reaction records. The reactants are COC=1C(=C(C(=O)OC)C=CC1)CC=C (Methyl 3-(methyloxy)-2-prop-2-en-1-ylbenzoate). Reagents/catalysts: [Pd] (palladium on carbon). Solvent: CO (methanol). Product: COC=1C(=C(C(=O)O)C=CC1)CCC (3-(methyloxy)-2-propylbenzoic acid). Yield: 37.5%. As a reaction SMILES: [CH3:1][O:2][C:3]1[C:4]([CH2:13][CH:14]=[CH2:15])=[C:5]([CH:10]=[CH:11][CH:12]=1)[C:6]([O:8]C)=[O:7]>CO.[Pd]>[CH3:1][O:2][C:3]1[C:4]([CH2:13][CH2:14][CH3:15])=[C:5]([CH:10]=[CH:11][CH:12]=1)[C:6]([OH:8])=[O:7]. Reported procedure: Methyl 3-(methyloxy)-2-prop-2-en-1-ylbenzoate (100 mg, 0.48 mmol) in methanol (2 mL) was hydrogenated over 5% palladium on carbon for 15 h under atmospheric pressure. The reaction mixture was filtered and 35% aqueous potassium hydroxide (1 mL) was added. The mixture was refluxed for 1 h and then concentrated. The pH was adjusted to 2 with 6N HCl. The precipitate was filtered, washed with water and dried to give 3-(methyloxy)-2-propylbenzoic acid (35 mg, 38% yield). MS (EI) for C11H14O3: 193 (M−H... Reactants: ClC1=C(N)C=CC(=C1)OC1=NC=NC2=CC(=C(C=C12)OC)OC (2-chloro-4-[(6,7-dimethoxy-4-quinazolinyl)oxy]aniline), C(O)([O-])=O.[Na+] (sodium hydrogencarbonate), ClC(Cl)(OC(OC(Cl)(Cl)Cl)=O)Cl (Triphosgene), C(C1=CC=CC=C1)N1C[C@@H](CC1)N ((3R)-(−)-1-Benzyl-3-aminopyrrolidine). Solvent: C(C)N(CC)CC (triethylamine), C(Cl)(Cl)Cl (Chloroform). Reaction conditions: time 8 hour. Yields the product C(C1=CC=CC=C1)N1C[C@@H](CC1)NC(=O)NC1=C(C=C(C=C1)OC1=NC=NC2=CC(=C(C=C12)OC)OC)Cl (N-[(3R)-1-Benzyltetrahydro-1H-3-pyrrolyl]-N′-{2-chloro-4-[(6,7-dimethoxy-4-quinazolinyl)oxy]phenyl}urea). Yield: 78.0%. As a reaction SMILES: [Cl:1][C:2]1[CH:8]=[C:7]([O:9][C:10]2[C:19]3[C:14](=[CH:15][C:16]([O:22][CH3:23])=[C:17]([O:20][CH3:21])[CH:18]=3)[N:13]=[CH:12][N:11]=2)[CH:6]=[CH:5][C:3]=1[NH2:4].ClC(Cl)(O[C:28](=[O:34])OC(Cl)(Cl)Cl)Cl.[CH2:36]([N:43]1[CH2:47][CH2:46][C@@H:45]([NH2:48])[CH2:44]1)[C:37]1[CH:42]=[CH:41][CH:40]=[CH:39][CH:38]=1.C(=O)([O-])O.[Na+]>C(N(CC)CC)C.C(Cl)(Cl)Cl>[CH2:36]([N:43]1[CH2:47][CH2:46][C@@H:45]([NH:48][C:28]([NH:4][C:3]2[CH:5]=[CH:6][C:7]([O:9][C:10]3[C:19]4[C:14](=[CH:15][C:16]([O:22][CH3:23])=[C:17]([O:20][CH3:21])[CH:18]=4)[N:13]=[CH:12][N:11]=3)=[CH:8][C:2]=2[Cl:1])=[O:34])[CH2:44]1)[C:37]1[CH:38]=[CH:39][CH:40]=[CH:41][CH:42]=1 |f:3.4|. Reported procedure: Chloroform (15 ml) and triethylamine (3 ml) were added to 2-chloro-4-[(6,7-dimethoxy-4-quinazolinyl)oxy]aniline (200 mg) to prepare a solution. Triphosgene (198 mg) was added to the solution, and the mixture was stirred at room temperature for 30 min. (3R)-(−)-1-Benzyl-3-aminopyrrolidine (80 mg) was then added thereto, and the mixture was stirred at room temperature overnight. A saturated aqueous sodium hydrogencarbonate solution was added to the reaction solution, and the mixture was extracted ... Starting materials: C(C)OC(=O)C=1C(N(N=C(C1O)C=1SC=CC1)CCC(C)C)=O (5-Hydroxy-2-(3-methyl-butyl)-3-oxo-6-thiophen-2-yl-2,3-dihydro-pyridazine-4-carboxylic acid ethyl ester), Cl (hydrochloric acid). The solvent is O1CCOCC1 (1,4-dioxane), ClCCl (dichloromethane). Run at temperature 100 celsius, time 4 hour. Yields the product CC(CCN1N=C(C(CC1=O)=O)C=1SC=CC1)C (2-(3-methyl-butyl)-6-thiophen-2-yl-2H-pyridazine-3,5-dione). The yield is 91.3%. RXN SMILES: C(OC([C:6]1[C:7](=[O:23])[N:8]([CH2:18][CH2:19][CH:20]([CH3:22])[CH3:21])[N:9]=[C:10]([C:13]2[S:14][CH:15]=[CH:16][CH:17]=2)[C:11]=1[OH:12])=O)C.Cl>O1CCOCC1.ClCCl>[CH3:21][CH:20]([CH3:22])[CH2:19][CH2:18][N:8]1[C:7](=[O:23])[CH2:6][C:11](=[O:12])[C:10]([C:13]2[S:14][CH:15]=[CH:16][CH:17]=2)=[N:9]1. Reported procedure: 5-Hydroxy-2-(3-methyl-butyl)-3-oxo-6-thiophen-2-yl-2,3-dihydro-pyridazine-4-carboxylic acid ethyl ester (0.3 g, 0.892 mmol, prepared as described in WO06066079A2) was dissolved in 1,4-dioxane (10 mL) and a 1.0 M aqueous hydrochloric acid solution (10 mL) was added. The mixture stirred in a sealed tube at 100° C. for 4 h. Upon cooling, the mixture was concentrated in vacuo to afford a thick oil. The oil was dissolved in dichloromethane (15 mL) and passed through a plug of silica gel (Merck silica...